describe an organic reaction: reactants, conditions, products, and yield From a dataset of the Open Reaction Database (ORD), a public repository of structured organic reaction records. The reactants are FC1=CC=C(\C=N\C2=C3COC(C3=CC=C2)=O)C=C1 ((E)-4-(4-fluorobenzylideneamino)isobenzofuran-1(3H)-one), S1C(=NC=C1)C=O (thiazole-2-carbaldehyde), [O-]CC.[Na+] (sodium ethoxide), C(C)O (ethanol). Run in C(CC)(=O)OCC (ethyl propionate). Reaction SMILES: [F:1][C:2]1[CH:19]=[CH:18][C:5](/[CH:6]=[N:7]/[C:8]2[CH:16]=[CH:15][CH:14]=[C:13]3[C:9]=2[CH2:10][O:11][C:12]3=[O:17])=[CH:4][CH:3]=1.[S:20]1[CH:24]=[CH:23][N:22]=[C:21]1[CH:25]=O.[O-:27][CH2:28][CH3:29].[Na+].C(O)C>C(OCC)(=O)CC>[F:1][C:2]1[CH:3]=[CH:4][C:5]([CH:6]2[CH:25]([C:21]3[S:20][CH:24]=[CH:23][N:22]=3)[C:28](=[O:27])[C:29]3[C:13]([C:12]([O:11][CH2:10][CH3:9])=[O:17])=[CH:14][CH:15]=[CH:16][C:8]=3[NH:7]2)=[CH:18][CH:19]=1 |f:2.3|. Reported procedure: A mixture of (E)-4-(4-fluorobenzylideneamino)isobenzofuran-1(3H)-one (1.88 g, 7.37 mmol) and thiazole-2-carbaldehyde (1 g, 8.8 mmol) in ethyl propionate (50 mL) was cooled to 0° C. Then a solution of sodium ethoxide in ethanol (sodium (678 g, 29 mmol) in ethanol (30 mL)) was added dropwise. After the addition, the mixture was stirred at room temperature for 2 hr. The mixture was quenched with water (10 mL) and solvent was removed in vacuum. The residue was dissolved in water, and then extracted ... Run at temperature 0 celsius, time 2 hour. The product is FC1=CC=C(C=C1)C1NC=2C=CC=C(C2C(C1C=1SC=CN1)=O)C(=O)OCC (Ethyl 2-(4-fluorophenyl)-4-oxo-3-(thiazol-2-yl)-1,2,3,4-tetrahydroquinoline-5-carboxylate). Reactants: C(C)(C)(C)OC(=O)N1CCC(CC1)C(=O)O (1-(tert-butoxycarbonyl)piperidine-4-carboxylic acid), C([O-])([O-])=O.[Na+].[Na+] (sodium carbonate), N1=C(C=CC=C1)CCN (pyridylethylamine), CCN(C(C)C)C(C)C (DIPEA), C=1C=CC2=C(C1)N=NN2O (HOBT). Solvent: C(Cl)Cl (DCM), C(CCl)Cl (EDC), C(Cl)Cl (DCM). Yields the product N1=CC=C(C=C1)CCNC(=O)C1CCN(CC1)C(=O)OC(C)(C)C (tert-butyl 4-((2-(pyridin-4-yl)ethyl)carbamoyl)piperidine-1-carboxylate). Reaction SMILES: [C:1]([O:5][C:6]([N:8]1[CH2:13][CH2:12][CH:11]([C:14]([OH:16])=O)[CH2:10][CH2:9]1)=[O:7])([CH3:4])([CH3:3])[CH3:2].CC[N:19]([CH:23]([CH3:25])C)[CH:20]([CH3:22])C.C1C=[CH:28][C:29]2N(O)N=[N:32][C:30]=2C=1.N1C=CC=CC=1CCN.C(=O)([O-])[O-].[Na+].[Na+]>C(Cl)Cl.C(Cl)CCl>[N:19]1[CH:20]=[CH:22][C:28]([CH2:29][CH2:30][NH:32][C:14]([CH:11]2[CH2:10][CH2:9][N:8]([C:6]([O:5][C:1]([CH3:2])([CH3:3])[CH3:4])=[O:7])[CH2:13][CH2:12]2)=[O:16])=[CH:25][CH:23]=1 |f:4.5.6|. Procedure details: The following was added to DCM: 1-(tert-butoxycarbonyl)piperidine-4-carboxylic acid (600 mg, 2.62 mmol), DIPEA (1.37 mL, 7.85 mmol), EDC (552 mg, 2.88 mL), HOBT (441 mg, 2.88 mmol), and pyridylethylamine (0.34 mL, 2.88 mL). The solution was stirred at rt for 17 h, at which time the DCM was stripped off and 10% aq. sodium carbonate was added. Material was extracted out with EtOAc (3×). The organic extractions were pooled, dried over magnesium sulfate, and concentrated in vacuo. The residue was ta... As a reaction SMILES: [CH2:1]([C:3]1[CH:8]=[CH:7][C:6]([OH:9])=[CH:5][C:4]=1[C:10]1[CH:15]=[CH:14][C:13]([C:16](=[O:19])[CH2:17][CH3:18])=[CH:12][C:11]=1[CH:20]([CH3:22])[CH3:21])[CH3:2].[C:23]([O:31][CH2:32][C:33]1[CH:34]=[C:35]([CH:38]=[CH:39][C:40]=1[CH2:41][O:42][C:43](=[O:50])[C:44]1[CH:49]=[CH:48][CH:47]=[CH:46][CH:45]=1)[CH2:36]Br)(=[O:30])[C:24]1[CH:29]=[CH:28][CH:27]=[CH:26][CH:25]=1>>[C:23]([O:31][CH2:32][C:33]1[CH:34]=[C:35]([CH:38]=[CH:39][C:40]=1[CH2:41][O:42][C:43](=[O:50])[C:44]1[CH:45]=[CH:46][CH:47]=[CH:48][CH:49]=1)[CH2:36][O:9][C:6]1[CH:7]=[CH:8][C:3]([CH2:1][CH3:2])=[C:4]([C:10]2[CH:15]=[CH:14][C:13]([C:16](=[O:19])[CH2:17][CH3:18])=[CH:12][C:11]=2[CH:20]([CH3:22])[CH3:21])[CH:5]=1)(=[O:30])[C:24]1[CH:25]=[CH:26][CH:27]=[CH:28][CH:29]=1. Product: C(C1=CC=CC=C1)(=O)OCC=1C=C(COC=2C=CC(=C(C2)C2=C(C=C(C=C2)C(CC)=O)C(C)C)CC)C=CC1COC(C1=CC=CC=C1)=O (1-{5′-[3,4-Bis(benzoyloxymethyl)benzyloxy]-2′-ethyl-2-isopropylbiphenyl-4-yl}-1-propanone). Starting materials: C(C)C1=C(C=C(C=C1)O)C1=C(C=C(C=C1)C(CC)=O)C(C)C (1-(2′-ethyl-5′-hydroxy-2-isopropylbiphenyl-4-yl)propan-1-one), C(C1=CC=CC=C1)(=O)OCC=1C=C(CBr)C=CC1COC(C1=CC=CC=C1)=O (3,4-bis-(benzoyloxymethyl)benzyl bromide). Procedure details: In a manner similar to that of Example 1(o), by reacting 660 mg (2.2 mmol) of 1-(2′-ethyl-5′-hydroxy-2-isopropylbiphenyl-4-yl)propan-1-one with 1 g (2.3 mmol) of 3,4-bis-(benzoyloxymethyl)benzyl bromide, an oil is obtained, which is used without purification.